This data is from the Open Reaction Database (ORD), a public repository of structured organic reaction records. The task is: describe an organic reaction: reactants, conditions, products, and yield The reactants are ClC(=O)OC (Methyl chloroformate), NC=1C=CC(=NC1)N1C[C@@]2(CCN(C2=O)C2=C(C=CC=C2)Cl)CCC1 ((5S)-7-(5-aminopyridin-2-yl)-2-(2-chlorophenyl)-2,7-diazaspiro[4.5]decan-1-one), N1=CC=CC=C1 (pyridine), C(Cl)Cl (methylene chloride). Conditions: time 0.5 hour. Yields the product ClC1=C(C=CC=C1)N1C([C@@]2(CC1)CN(CCC2)C2=CC=C(C=N2)NC(OC)=O)=O (Methyl {6-[(5S)-2-(2-chlorophenyl)-1-oxo-2,7-diazaspiro[4.5]dec-7-yl]pyridin-3-yl}carbamate). As a reaction SMILES: Cl[C:2]([O:4][CH3:5])=[O:3].[NH2:6][C:7]1[CH:8]=[CH:9][C:10]([N:13]2[CH2:30][CH2:29][CH2:28][C@@:15]3([C:19](=[O:20])[N:18]([C:21]4[CH:26]=[CH:25][CH:24]=[CH:23][C:22]=4[Cl:27])[CH2:17][CH2:16]3)[CH2:14]2)=[N:11][CH:12]=1.N1C=CC=CC=1.C(Cl)Cl>>[Cl:27][C:22]1[CH:23]=[CH:24][CH:25]=[CH:26][C:21]=1[N:18]1[CH2:17][CH2:16][C@:15]2([CH2:28][CH2:29][CH2:30][N:13]([C:10]3[N:11]=[CH:12][C:7]([NH:6][C:2](=[O:3])[O:4][CH3:5])=[CH:8][CH:9]=3)[CH2:14]2)[C:19]1=[O:20]. Procedure details: Methyl chloroformate (4.4 μL, 0.000057 mol) was added to a solution of (5S)-7-(5-aminopyridin-2-yl)-2-(2-chlorophenyl)-2,7-diazaspiro[4.5]decan-1-one (18.5 mg, 0.0000478 mol) and pyridine (13 μL, 0.00016 mol) in methylene chloride (1.0 mL, 0.016 mol) and the mixture was stirred for 0.5 h at rt. The volatiles were removed in-vacuo and the crude product was purified by prep-HPLC. LC-MS: 415.1/417.1 (M+H)+. Starting materials: O=C([O-])[O-], CS(C)=O, ClCc1ccc(Cl)nc1, O=[N+]([O-])N=C1NCCN1C=Cc1ccc(OCC(F)(F)F)cc1, [K+], [K+], O. The product is O=[N+]([O-])N=C1N(C=Cc2ccc(OCC(F)(F)F)cc2)CCN1Cc1ccc(Cl)nc1. RXN SMILES: [C:33](=[O:34])([O-:35])[O-:36].[CH3:39][S:40]([CH3:41])=[O:42].[Cl:24][c:25]1[n:26][cH:27][c:28]([CH2:31][Cl:32])[cH:29][cH:30]1.[F:1][C:2]([CH2:3][O:4][c:5]1[cH:6][cH:7][c:8]([CH:11]=[CH:12][N:13]2[C:14](=[N:18][N+:19](=[O:20])[O-:21])[NH:15][CH2:16][CH2:17]2)[cH:9][cH:10]1)([F:22])[F:23].[K+:37].[K+:38].[OH2:43]>>[F:1][C:2]([CH2:3][O:4][c:5]1[cH:6][cH:7][c:8]([CH:11]=[CH:12][N:13]2[C:14](=[N:18][N+:19](=[O:20])[O-:21])[N:15]([CH2:31][c:28]3[cH:27][n:26][c:25]([Cl:24])[cH:30][cH:29]3)[CH2:16][CH2:17]2)[cH:9][cH:10]1)([F:22])[F:23]. Starting materials: [C]=O (carbon monoxide), C(C)(=O)OC1=C(C=C(C(=CC=O)Cl)C=C1)[N+](=O)[O-] (4-acetoxy-3-nitro-β-chlorocinnamaldehyde), [OH-].[Na+] (sodium hydroxide), [OH-].[Na+] (sodium hydroxide), Cl (hydrogen chloride), C(C)(=O)OC1=C(C=C(C(=CC=O)Cl)C=C1)[N+](=O)[O-] (4-acetoxy-3-nitro-β-chlorocinnamaldehyde). Solvent: C(C)(=O)O (acetic acid). Run at temperature 0 celsius. Yields the product C(#C)C1=CC(=C(C=C1)O)[N+](=O)[O-] (4-ethynyl-2-nitrophenol). Reaction SMILES: C([O:4][C:5]1[CH:15]=[CH:14][C:8]([C:9](Cl)=[CH:10]C=O)=[CH:7][C:6]=1[N+:16]([O-:18])=[O:17])(=O)C.[OH-].[Na+].Cl.[C]=O>C(O)(=O)C>[C:9]([C:8]1[CH:14]=[CH:15][C:5]([OH:4])=[C:6]([N+:16]([O-:18])=[O:17])[CH:7]=1)#[CH:10] |f:1.2,^3:21|. Reported procedure: In the third step of the process (equation 3), 4-acetoxy-3-nitro-β-chlorocinnamaldehyde is added to a solution of sodium hydroxide. The reaction mixture is maintained at 50° to 80° C. for about 15 to 30 minutes and then cooled at 0° C. In the reaction that occurs, the ester group is hydrolyzed, and hydrogen chloride and carbon monoxide are simultaneously eliminated. The mole ratio of sodium hydroxide to 4-acetoxy-3-nitro-β-chlorocinnamaldehyde is usually about 3 to 10:1. The cooled solution is n... Starting materials: CC(C)(C)OC(N)=O, CC1(C)c2cccc(P(c3ccccc3)c3ccccc3)c2Oc2c(P(c3ccccc3)c3ccccc3)cccc21, Cc1ccccc1, CCOC(=O)c1cnc(C)c(Oc2ccnc(Cl)c2)c1C, [K+], [K+], [K+], O=C(C=Cc1ccccc1)C=Cc1ccccc1, O=C(C=Cc1ccccc1)C=Cc1ccccc1, O=C(C=Cc1ccccc1)C=Cc1ccccc1, O, O=P([O-])([O-])[O-], [Pd], [Pd]. Yields the product CCOC(=O)c1cnc(C)c(Oc2ccnc(N)c2)c1C. As a reaction SMILES: [C:22]([NH2:23])(=[O:24])[O:25][C:26]([CH3:27])([CH3:28])[CH3:29].[CH3:38][C:39]1([CH3:40])[c:41]2[cH:42][cH:43][cH:44][c:45]([P:46]([c:47]3[cH:48][cH:49][cH:50][cH:51][cH:52]3)[c:53]3[cH:54][cH:55][cH:56][cH:57][cH:58]3)[c:59]2[O:60][c:61]2[c:62]1[cH:63][cH:64][cH:65][c:66]2[P:67]([c:68]1[cH:69][cH:70][cH:71][cH:72][cH:73]1)[c:74]1[cH:75][cH:76][cH:77][cH:78][cH:79]1.[CH3:80][c:81]1[cH:82][cH:83][cH:84][cH:85][cH:86]1.[Cl:1][c:2]1[n:3][cH:4][cH:5][c:6]([O:8][c:9]2[c:10]([CH3:21])[n:11][cH:12][c:13]([C:14](=[O:15])[O:16][CH2:17][CH3:18])[c:19]2[CH3:20])[cH:7]1.[K+:35].[K+:36].[K+:37].[O:108]=[C:109]([CH:110]=[CH:111][c:112]1[cH:113][cH:114][cH:115][cH:116][cH:117]1)[CH:118]=[CH:119][c:120]1[cH:121][cH:122][cH:123][cH:124][cH:125]1.[O:126]=[C:127]([CH:128]=[CH:129][c:130]1[cH:131][cH:132][cH:133][cH:134][cH:135]1)[CH:136]=[CH:137][c:138]1[cH:139][cH:140][cH:141][cH:142][cH:143]1.[O:90]=[C:91]([CH:92]=[CH:93][c:94]1[cH:95][cH:96][cH:97][cH:98][cH:99]1)[CH:100]=[CH:101][c:102]1[cH:103][cH:104][cH:105][cH:106][cH:107]1.[OH2:87].[P:30]([O-:31])([O-:32])([O-:33])=[O:34].[Pd:88].[Pd:89]>>[c:2]1([NH2:23])[n:3][cH:4][cH:5][c:6]([O:8][c:9]2[c:10]([CH3:21])[n:11][cH:12][c:13]([C:14](=[O:15])[O:16][CH2:17][CH3:18])[c:19]2[CH3:20])[cH:7]1. The reactants are BrC=1C=NC=CC1 (3-bromopyridine), CCCCCC.C(CCC)[Li] (n-butyllithium hexane), CCOCC (ether), heptanitrile, CCOCC (ether), [Cl-].[NH4+] (ammonium chloride). Run at time 15 minute. The product is C(CCCCCC)(=O)C=1C=NC=CC1 (3-heptanoylpyridine). Isolated yield 36.0%. RXN SMILES: Br[C:2]1[CH:3]=[N:4][CH:5]=[CH:6][CH:7]=1.[CH3:8][CH2:9][CH2:10][CH2:11][CH2:12]C.C([Li])CCC.[Cl-].[NH4+].CC[O:23][CH2:24][CH3:25]>>[C:24]([C:2]1[CH:3]=[N:4][CH:5]=[CH:6][CH:7]=1)(=[O:23])[CH2:25][CH2:8][CH2:9][CH2:10][CH2:11][CH3:12] |f:1.2,3.4|. Procedure details: A solution of 10.0 g (63.3 mmol) of 3-bromopyridine in 100 ml of ether was cooled to -78° C., to which 40 ml of 1.6M (64 mmol) n-butyllithium hexane solution was added dropwise. The mixture was stirred for 15 minutes after completion of the addition, to which a solution of 7.52 g (67.7 mmol) of heptanitrile in 15 ml of ether was added dropwise and stirred at -78° C. to room temperature further for 1 hour. To the reaction mixture an aqueous solution of ammonium chloride was added, from which the ... Reactants: CC(C)(C)OC(=O)N1CCC(CC#N)CC1, ClCCl, O=C(O)C(F)(F)F. Yields the product N#CCC1CCNCC1. RXN SMILES: [C:8]([O:9][C:10](=[O:11])[N:15]1[CH2:16][CH2:17][CH:18]([CH2:21][C:22]#[N:23])[CH2:19][CH2:20]1)([CH3:12])([CH3:13])[CH3:14].[Cl:24][CH2:25][Cl:26].[OH:1][C:2]([C:3]([F:4])([F:5])[F:6])=[O:7]>>[NH:15]1[CH2:16][CH2:17][CH:18]([CH2:21][C:22]#[N:23])[CH2:19][CH2:20]1. Starting materials: COC1=C(C=C(C=C1)S(=O)(=O)N(C1=CC(=C(C(=C1)OC)OC)OC)C)[N+](=O)[O-] (4-methoxy-N-methyl-3-nitro-N-(3,4,5-trimethoxyphenyl)benzenesulfonamide), C1CCOC1 (THF). Reagents/catalysts: [Pd] (palladium on carbon). Run in CO (methanol). Reaction conditions: time 4 hour. The product is NC=1C=C(C=CC1OC)S(=O)(=O)N(C1=CC(=C(C(=C1)OC)OC)OC)C (3-amino-4-methoxy-N-methyl-N-(3,4,5-trimethoxyphenyl)benzenesulfonamide). Reaction SMILES: [CH3:1][O:2][C:3]1[CH:8]=[CH:7][C:6]([S:9]([N:12]([CH3:25])[C:13]2[CH:18]=[C:17]([O:19][CH3:20])[C:16]([O:21][CH3:22])=[C:15]([O:23][CH3:24])[CH:14]=2)(=[O:11])=[O:10])=[CH:5][C:4]=1[N+:26]([O-])=O.C1COCC1>CO.[Pd]>[NH2:26][C:4]1[CH:5]=[C:6]([S:9]([N:12]([CH3:25])[C:13]2[CH:18]=[C:17]([O:19][CH3:20])[C:16]([O:21][CH3:22])=[C:15]([O:23][CH3:24])[CH:14]=2)(=[O:10])=[O:11])[CH:7]=[CH:8][C:3]=1[O:2][CH3:1]. Reported procedure: A solution of Example 52A (00 mg) in methanol:THF (1 mL:1 mL) was treated with 10% palladium on carbon, stirred under hydrogen (1 atm) for 4 hours, filtered through diatomaceous earth (Celite®), and concentrated. The concentrate was purified by flash column chromatography on silica gel with 2% methanol/dichloromethane to provide 31 mg of the desired product. Reactants: Cl (hydrochloric acid), C(C1=CC=CC=C1)(=O)Cl (benzoyl chloride), C(Cl)Cl (methylene chloride), IC=1C=CC(=C(N)C1)C (5-iodo-2-methylaniline). Solvent: C(C)N(CC)CC (triethylamine). Reaction conditions: time 30 minute. Product: IC=1C=CC(=C(C1)NC(C1=CC=CC=C1)=O)C (N-(5-iodo-2-methylphenyl)benzamide). Reaction SMILES: [C:1](Cl)(=[O:8])[C:2]1[CH:7]=[CH:6][CH:5]=[CH:4][CH:3]=1.C(Cl)Cl.[I:13][C:14]1[CH:15]=[CH:16][C:17]([CH3:21])=[C:18]([CH:20]=1)[NH2:19].Cl>C(N(CC)CC)C>[I:13][C:14]1[CH:15]=[CH:16][C:17]([CH3:21])=[C:18]([NH:19][C:1](=[O:8])[C:2]2[CH:7]=[CH:6][CH:5]=[CH:4][CH:3]=2)[CH:20]=1. Reported procedure: 2.1 mL of benzoyl chloride was added to 70 mL of a methylene chloride solution containing 3.5 g of 5-iodo-2-methylaniline and 2.5 mL of triethylamine at room temperature and stirred at the same temperature for 30 minutes. 1.0 mol/L hydrochloric acid was added to the reaction mixture. The organic layer was separated and dried over anhydrous magnesium sulfate after washed with a saturated sodium hydrogen carbonate aqueous solution, and the solvent was evaporated under reduced pressure. Diisopropyl... Procedure: The title compound was prepared from 1-(4-chloro-phenacyl)-quinolinium bromide (82.3 mg, 0.227 mmol), tetrapyridinecobalt(II) dichromate (151 mg, 0.248 mmol), sodium bicarbonate (49.5 mg, 0.589 mmol), acrylonitrile (100 μL, 1.52 mmol), and N,N-dimethylformamide (2.0 mL), similar to Example 1b, and yielded 15.6 mg (20%) as a yellow solid. 1H NMR (CDCl3): 8.03 (m, 3H), 7.86 (dd, J=7.97, 1.64 Hz, 1H), 7.75 (d, J=9.34 Hz, 1H), 7.68 (d, J=9.34 Hz, 1H), 7.62 (ddd, J=8.31, 7.07, 1.72 Hz, 1H), 7.55 (m, ... Run in CN(C=O)C (N,N-dimethylformamide). RXN SMILES: [Br-].[Cl:2][C:3]1[CH:21]=[CH:20][C:6]([C:7](=[O:19])[CH2:8][N+:9]2[C:18]3[C:13](=[CH:14][CH:15]=[CH:16][CH:17]=3)[CH:12]=[CH:11][CH:10]=2)=[CH:5][CH:4]=1.[Cr](O[Cr]([O-])(=O)=O)([O-])(=O)=O.C(=O)(O)[O-].[Na+].[C:36](#[N:39])[CH:37]=[CH2:38]>CN(C)C=O>[Cl:2][C:3]1[CH:21]=[CH:20][C:6]([C:7]([C:8]2[N:9]3[C:18]4[C:13]([CH:12]=[CH:11][C:10]3=[C:37]([C:36]#[N:39])[CH:38]=2)=[CH:14][CH:15]=[CH:16][CH:17]=4)=[O:19])=[CH:5][CH:4]=1 |f:0.1,3.4|. Starting materials: [Br-].ClC1=CC=C(C(C[N+]2=CC=CC3=CC=CC=C23)=O)C=C1 (1-(4-chloro-phenacyl)-quinolinium bromide), [Cr](=O)(=O)([O-])O[Cr](=O)(=O)[O-] (dichromate), C([O-])(O)=O.[Na+] (sodium bicarbonate), C(C=C)#N (acrylonitrile). Yields the product ClC1=CC=C(C(=O)C2=CC(=C3N2C2=CC=CC=C2C=C3)C#N)C=C1 (1-(4-Chloro-benzoyl)-3-cyano-pyrrolo[1,2-a]quinoline). Starting materials: CC1(C)C(C(=O)c2c[nH]c3cc(OCc4ccccc4)ccc23)C1(C)C, CS(=O)(=O)OCC1CCOCC1, [H-], [Na+], CN(C)C=O. Product: CC1(C)C(C(=O)c2cn(CC3CCOCC3)c3cc(OCc4ccccc4)ccc23)C1(C)C. RXN SMILES: [CH2:1]([c:2]1[cH:3][cH:4][cH:5][cH:6][cH:7]1)[O:8][c:9]1[cH:10][cH:11][c:12]2[c:13]([C:18](=[O:19])[CH:20]3[C:21]([CH3:25])([CH3:26])[C:22]3([CH3:23])[CH3:24])[cH:14][nH:15][c:16]2[cH:17]1.[CH3:27][S:28]([O:29][CH2:32][CH:33]1[CH2:34][CH2:35][O:36][CH2:37][CH2:38]1)(=[O:30])=[O:31].[H-:40].[Na+:39].[O:41]=[CH:42][N:43]([CH3:44])[CH3:45]>>[CH2:1]([c:2]1[cH:3][cH:4][cH:5][cH:6][cH:7]1)[O:8][c:9]1[cH:10][cH:11][c:12]2[c:13]([C:18](=[O:19])[CH:20]3[C:21]([CH3:25])([CH3:26])[C:22]3([CH3:23])[CH3:24])[cH:14][n:15]([CH2:32][CH:33]3[CH2:34][CH2:35][O:36][CH2:37][CH2:38]3)[c:16]2[cH:17]1.